describe an organic reaction: reactants, conditions, products, and yield From a dataset of the Open Reaction Database (ORD), a public repository of structured organic reaction records. The reactants are C(C)(=O)OCC(CC1=CC(=C(C=C1)Cl)Cl)=O (3-(3,4-dichlorophenyl)-2-oxopropyl acetate), Cl (HCl), N1C(C(C2=CC=C3C(=C12)CCCC3)=O)=O (6,7,8,9-tetrahydrobenzo[g]indoline-2,3-dione), C(C)(=O)O (acetic acid). Solvent: O (water), C(C)O (ethanol), C(C)#N (acetonitrile), C(C)O (ethanol), [OH-].[Na+] (NaOH). Yields the product ClC=1C=C(CC2=NC3=C4C(=CC=C3C(=C2O)C(=O)O)CCCC4)C=CC1Cl (2-(3,4-Dichlorobenzyl)-3-hydroxy-7,8,9,10-tetrahydrobenzo[h]quinoline-4-carboxylic acid). The yield is 20.0%. As a reaction SMILES: [NH:1]1[C:9]2[C:4](=[CH:5][CH:6]=[C:7]3[CH2:13][CH2:12][CH2:11][CH2:10][C:8]3=2)[C:3](=O)[C:2]1=[O:15].C(OC[C:21](=O)[CH2:22][C:23]1[CH:28]=[CH:27][C:26]([Cl:29])=[C:25]([Cl:30])[CH:24]=1)(=O)C.[C:32]([OH:35])(=[O:34])C.Cl>C(O)C.[OH-].[Na+].O.C(#N)C>[Cl:30][C:25]1[CH:24]=[C:23]([CH:28]=[CH:27][C:26]=1[Cl:29])[CH2:22][C:21]1[C:2]([OH:15])=[C:3]([C:32]([OH:35])=[O:34])[C:4]2[C:9](=[C:8]3[CH2:10][CH2:11][CH2:12][CH2:13][C:7]3=[CH:6][CH:5]=2)[N:1]=1 |f:5.6|. Reported procedure: The Pfitzinger reaction was used. In a 2-necked 25 mL round-bottomed flask, 6,7,8,9-tetrahydrobenzo[g]indoline-2,3-dione (0.119 g, 0.590 mmol) was taken up in 1 mL ethanol and 3 mL 10 M NaOH, and the mixture heated to reflux temperature. A solution of 3-(3,4-dichlorophenyl)-2-oxopropyl acetate (0.200 g, 0.767 mmol) in 3 mL ethanol was added in small portions over the course of 1 hour, by syringe. Refluxing was continued for an additional hour after the addition was complete, and the reaction mix... Starting materials: NCC(CC1=C(C=CC=C1)[N+](=O)[O-])=O (1-amino-3-(2-nitrophenyl)-propan-2-one), [O-]C#N.[K+] (potassium cyanate). Solvent: O (water). Reaction conditions: temperature 60 celsius. Product: [N+](=O)([O-])C1=C(CC=2NC(NC2)=O)C=CC=C1 (4-(2-nitrobenzyl)-1,3-dihydroimidazol-2-one). Yield: 52.6%. Reaction SMILES: [NH2:1][CH2:2][C:3](=O)[CH2:4][C:5]1[CH:10]=[CH:9][CH:8]=[CH:7][C:6]=1[N+:11]([O-:13])=[O:12].[O-:15][C:16]#[N:17].[K+]>O>[N+:11]([C:6]1[CH:7]=[CH:8][CH:9]=[CH:10][C:5]=1[CH2:4][C:3]1[NH:17][C:16](=[O:15])[NH:1][CH:2]=1)([O-:13])=[O:12] |f:1.2|. Procedure: A solution of 1-amino-3-(2-nitrophenyl)-propan-2-one 3a (138 mg, 0.6; Alazard et al. Tetrahedron 1994, 50, 6287–6298) in water was reacted potassium cyanate (97 mg, 1.2 mmol) and heated in a 60° C. oil bath for 4 h. The reaction was purified by reverse-phase HPLC to give 82 mg (62% yield) of 4-(2-nitrobenzyl)-1,3-dihydroimidazol-2-one 3b. MS found: (M+MeCN)+=261.